Dataset: the Open Reaction Database (ORD), a public repository of structured organic reaction records. Task: describe an organic reaction: reactants, conditions, products, and yield Reactants: C(C=C)O[C@@H]1C[C@@H](N(C1)C(=O)OC(C)(C)C)C(=O)O ((2R,4R)-4-(allyloxy)-1-(tert-butoxycarbonyl)pyrrolidine-2-carboxylic acid), C(C)(C)(C)OC(=O)N1[C@H](C[C@H](C1)O)C(=O)O ((2R,4R)-1-(tert-butoxycarbonyl)-4-hydroxypyrrolidine-2-carboxylic acid), N(=O)OCCCC (n-butyl nitrite), BrC=1C=C(C(=O)O)C=C(C1)C(=O)OC (3-bromo-5-(methoxycarbonyl)benzoic acid). The reagents and catalysts are [Cu](Br)Br (copper (II) bromide). Solvent: C(C)#N (acetonitrile), O (H2O). Run at time 3 hour. Yields the product C(CC)N(C(=O)C=1C=C(C(=O)O)C=CC1)CCC (3-(dipropylcarbamoyl)benzoic acid). Isolated yield 97.0%. As a reaction SMILES: C(O[C@H:5]1[CH2:9][N:8](C(OC(C)(C)C)=O)[C@@H:7]([C:17](O)=O)[CH2:6]1)C=C.Br[C:21]1[CH:22]=[C:23]([CH:27]=[C:28]([C:30]([O:32]C)=O)[CH:29]=1)[C:24]([OH:26])=[O:25].N(O[CH2:37]CCC)=O.C(OC(N1C[C@H](O)C[C@@H]1C(O)=O)=O)(C)(C)C>[Cu](Br)Br.O.C(#N)C>[CH2:7]([N:8]([CH2:9][CH2:5][CH3:6])[C:30]([C:28]1[CH:27]=[C:23]([CH:22]=[CH:21][CH:29]=1)[C:24]([OH:26])=[O:25])=[O:32])[CH2:17][CH3:37]. Procedure: Step G (2): 3-bromo-5-(methoxycarbonyl)benzoic acid. To a mixture of copper (II) bromide (5.5 g, 24.6 mmol), n-butyl nitrite (3.17 g, 30.75 mmol) and acetonitrile (300 mL) was added 3-amino-5-(methoxycarbonyl)benzoic acid (Step G (1), 4.0 g, 20.5 mmol) in aceonitrile (300 mL) over 30 min at 0° C. and the mixture was warmed up and stirred at rt for 3 h. H2O was added and acetonitrile was removed. Ethyl acetate (600 mL) was added and the mixture was washed with 3N HCl, H2O, dried over Na2SO4, and ...